The task is: describe an organic reaction: reactants, conditions, products, and yield. This data is from the Open Reaction Database (ORD), a public repository of structured organic reaction records. Reagents/catalysts: [Pd] (Pd—C). Procedure: 1,4-Dibenzyl-piperidine-4-carboxylic acid ethyl ester (11.8 g, 35 mmol) is dissolved in MeOH (200 mL) and 1M aqueous HCl (40 mL) and Pd—C (10%, 1 g) are added. The mixture is hydrogenated (7 bar, 70° C.) for 15 h. The catalyst is filtered off and the solvent evaporated to provide the title compound. As a reaction SMILES: [CH2:1]([O:3][C:4]([C:6]1([CH2:19][C:20]2[CH:25]=[CH:24][CH:23]=[CH:22][CH:21]=2)[CH2:11][CH2:10][N:9](CC2C=CC=CC=2)[CH2:8][CH2:7]1)=[O:5])[CH3:2].Cl>CO.[Pd]>[CH2:1]([O:3][C:4]([C:6]1([CH2:19][C:20]2[CH:21]=[CH:22][CH:23]=[CH:24][CH:25]=2)[CH2:7][CH2:8][NH:9][CH2:10][CH2:11]1)=[O:5])[CH3:2]. Starting materials: C(C)OC(=O)C1(CCN(CC1)CC1=CC=CC=C1)CC1=CC=CC=C1 (1,4-Dibenzyl-piperidine-4-carboxylic acid ethyl ester), Cl (HCl). Solvent: CO (MeOH). Product: C(C)OC(=O)C1(CCNCC1)CC1=CC=CC=C1 (4-Benzyl-piperidine-4-carboxylic acid ethyl ester).